From a dataset of the Open Reaction Database (ORD), a public repository of structured organic reaction records. describe an organic reaction: reactants, conditions, products, and yield Reactants: N1C=CC2=CC(=CC=C12)NC1=C(C=NC=2N1N=CC2C(=O)O)C(=O)N2CCC(CC2)C2=CC=CC=C2 (7-(5-Indolylamino)-6-(4-phenylpiperidine-1-carbonyl)pyrazolo[1,5-a]pyrimidine-3-carboxylic acid), C(C)S(=O)(=O)N (ethanesulfonamide). The product is N1C=CC2=CC(=CC=C12)NC1=C(C=NC=2N1N=CC2C(=O)NS(=O)(=O)CC)C(=O)N2CCC(CC2)C2=CC=CC=C2 (N-[7-(5-Indolylamino)-6-(4-phenylpiperidine-1-carbonyl)pyrazolo[1,5-a]pyrimidine-3-carbonyl]ethanesulfonamide). Yield: 35.0%. Reaction SMILES: [NH:1]1[C:9]2[C:4](=[CH:5][C:6]([NH:10][C:11]3[N:16]4[N:17]=[CH:18][C:19]([C:20](O)=[O:21])=[C:15]4[N:14]=[CH:13][C:12]=3[C:23]([N:25]3[CH2:30][CH2:29][CH:28]([C:31]4[CH:36]=[CH:35][CH:34]=[CH:33][CH:32]=4)[CH2:27][CH2:26]3)=[O:24])=[CH:7][CH:8]=2)[CH:3]=[CH:2]1.[CH2:37]([S:39]([NH2:42])(=[O:41])=[O:40])[CH3:38]>>[NH:1]1[C:9]2[C:4](=[CH:5][C:6]([NH:10][C:11]3[N:16]4[N:17]=[CH:18][C:19]([C:20]([NH:42][S:39]([CH2:37][CH3:38])(=[O:41])=[O:40])=[O:21])=[C:15]4[N:14]=[CH:13][C:12]=3[C:23]([N:25]3[CH2:26][CH2:27][CH:28]([C:31]4[CH:36]=[CH:35][CH:34]=[CH:33][CH:32]=4)[CH2:29][CH2:30]3)=[O:24])=[CH:7][CH:8]=2)[CH:3]=[CH:2]1. Procedure: In the same manner as in Example 1, step 6 and using 7-(5-indolylamino)-6-(4-phenylpiperidine-1-carbonyl)pyrazolo[1,5-a]pyrimidine-3-carboxylic acid (0.05 g, 0.10 mmol) obtained in step 2 and ethanesulfonamide (0.092 g, 0.84 mmol), the title compound (0.020 g, 35%) was obtained. ESI-MS m/z: 572 (M+H)+; 1H-NMR (CDCl3, δ): 1.15-1.82 (m, 4H), 1.46 (t, J=7.3 Hz, 3H), 2.40-2.59 (m, 2H), 2.60-4.15 (m, 3H), 3.62 (q, J=7.3 Hz, 2H), 6.61 (s, 1H), 7.00-7.37 (m, 7H), 7.47 (d, J=8.4 Hz, 1H), 7.58 (s, 1H), 8... The reactants are [H-].[Na+] (sodium hydride), C1(=CC=CC=C1)CCCCC1=C(C=CC=C1)O (2-(4-phenylbutyl)phenol), ice water, Cl.CN(CCCCl)C (3-dimethylaminopropyl chloride hydrochloride). Run in CC(=O)N(C)C (dimethylacetamide). Conditions: time 30 minute. The product is CN(C)CCCOC1=C(C=CC=C1)CCCCC1=CC=CC=C1 (N,N-Dimethyl-3-[2-(4-phenylbutyl)phenoxy]propylamine). Yield: 67.5%. RXN SMILES: [H-].[Na+].[C:3]1([CH2:9][CH2:10][CH2:11][CH2:12][C:13]2[CH:18]=[CH:17][CH:16]=[CH:15][C:14]=2[OH:19])[CH:8]=[CH:7][CH:6]=[CH:5][CH:4]=1.Cl.[CH3:21][N:22]([CH3:27])[CH2:23][CH2:24][CH2:25]Cl>CC(N(C)C)=O>[CH3:21][N:22]([CH2:23][CH2:24][CH2:25][O:19][C:14]1[CH:15]=[CH:16][CH:17]=[CH:18][C:13]=1[CH2:12][CH2:11][CH2:10][CH2:9][C:3]1[CH:4]=[CH:5][CH:6]=[CH:7][CH:8]=1)[CH3:27] |f:0.1,3.4|. Reported procedure: 96 mg of sodium hydride (as a 55% w/w dispersion in mineral oil) were added, whilst ice-cooling and stirring, to a solution of 226 mg of 2-(4-phenylbutyl)phenol (prepared as described in Preparation 3) in 10 ml of dimethylacetamide, and the resulting mixture was stirred at the same temperature for 30 minutes. At the end of this time, 174 mg of 3-dimethylaminopropyl chloride hydrochloride were added, and the reaction mixture was stirred at 70° C. for 14 hours. It was then poured into ice-water, a... Reported procedure: Into a dried 1 L 3 neck round bottom flask fitted with a nitrogen inlet, dropping funnel, thermometer, mechanical stirring and nitrogen outlet is added chloroform (300 ml) and 7-methylundecanol (93 g, 0.5 mol). Chlorosulfonic acid (60 g, 0.509 mol) is slowly added to the stirred mixture while maintaining 25-30° C. temperature with a ice bath. Once HCl evolution has stopped (1 hr.) slowly add sodium methoxide (25% in methanol) while keeping temperature at 25-30° C. until an aliquot at 5% concentr... Reaction SMILES: [CH3:1][CH:2]([CH2:10][CH2:11][CH2:12][CH3:13])[CH2:3][CH2:4][CH2:5][CH2:6][CH2:7][CH2:8][OH:9].ClS(O)(=O)=O.Cl.C[O-].[Na+]>C(Cl)(Cl)Cl>[CH3:1][CH:2]([CH2:10][CH2:11][CH2:12][CH3:13])[CH2:3][CH2:4][CH2:5][CH2:6][CH:7]=[CH:8][OH:9] |f:3.4|. Run in C(Cl)(Cl)Cl (chloroform). Reactants: 3, Cl (HCl), C[O-].[Na+] (sodium methoxide), ClS(=O)(=O)O (Chlorosulfonic acid), CC(CCCCCCO)CCCC (7-methylundecanol). Yields the product CC(CCCCC=CO)CCCC (7-methylundecene-1-ol). Run at temperature 27.5 celsius. Starting materials: NC(CO)C1=CC(=CC=C1)Cl (2-amino-2-(3-chlorophenyl)ethanol), N(=C=S)C1=CC=C(C=C1)C1=NN(C=N1)C1=CC=C(C=C1)OC(F)(F)F (3-(4-isothiocyanato-phenyl)-1-(4-trifluoromethoxy-phenyl)-1H-1,2,4-triazole). The product is ClC=1C=C(C=CC1)C(CO)NC(=S)NC1=CC=C(C=C1)C1=NN(C=N1)C1=CC=C(C=C1)OC(F)(F)F (1-(1-(3-Chlorophenyl)-2-hydroxyethyl)-3-(4-(1-(4-(trifluoromethoxy)phenyl)-1H-1,2,4-triazol-3-yl)phenyl)thiourea), solid. The yield is 99.0%. Reaction SMILES: [NH2:1][CH:2]([C:5]1[CH:10]=[CH:9][CH:8]=[C:7]([Cl:11])[CH:6]=1)[CH2:3][OH:4].[N:12]([C:15]1[CH:20]=[CH:19][C:18]([C:21]2[N:25]=[CH:24][N:23]([C:26]3[CH:31]=[CH:30][C:29]([O:32][C:33]([F:36])([F:35])[F:34])=[CH:28][CH:27]=3)[N:22]=2)=[CH:17][CH:16]=1)=[C:13]=[S:14]>>[Cl:11][C:7]1[CH:6]=[C:5]([CH:2]([NH:1][C:13]([NH:12][C:15]2[CH:16]=[CH:17][C:18]([C:21]3[N:25]=[CH:24][N:23]([C:26]4[CH:31]=[CH:30][C:29]([O:32][C:33]([F:36])([F:34])[F:35])=[CH:28][CH:27]=4)[N:22]=3)=[CH:19][CH:20]=2)=[S:14])[CH2:3][OH:4])[CH:10]=[CH:9][CH:8]=1. Reported procedure: The title compound was prepared with 2-amino-2-(3-chlorophenyl)ethanol (Galley, G.; et al., WO 2008092785) and 3-(4-isothiocyanato-phenyl)-1-(4-trifluoromethoxy-phenyl)-1H-1,2,4-triazole and isolated as an white solid (1.44 g, 99%): 1H NMR (300 MHz, CDCl3) δ 7.96 (s, 1H), 7.66-7.53 (m, 3H), 7.25-7.08 (m, 2H), 6.77 (dd, J=8.6, 6.3 Hz, 4H), 6.70-6.61 (m, 4H), 6.58 (dd, J=6.4, 2.2 Hz, 1H), 6.49 (d, J=7.8 Hz, 1H), 5.18-4.95 (m, 1H), 3.43 (dd, J=11.3, 3.9 Hz, 1H), 3.31 (dd, J=11.3, 4.6 Hz, 1H); ESIMS... Reactants: O=CO, C#CCN1N(C(=O)OCc2ccccc2)C(O)CC1(C)C. Yields the product CC1(C)CC2CC(=O)CN1N2C(=O)OCc1ccccc1. Reaction SMILES: [CH:22](=[O:23])[OH:24].[OH:1][CH:2]1[CH2:3][C:4]([CH3:20])([CH3:21])[N:5]([CH2:17][C:18]#[CH:19])[N:6]1[C:7](=[O:8])[O:9][CH2:10][c:11]1[cH:12][cH:13][cH:14][cH:15][cH:16]1>>[CH:2]12[CH2:3][C:4]([CH3:20])([CH3:21])[N:5]([N:6]1[C:7](=[O:8])[O:9][CH2:10][c:11]1[cH:12][cH:13][cH:14][cH:15][cH:16]1)[CH2:17][C:18](=[O:23])[CH2:19]2. The reactants are CCO, COc1ccc(C=CC(=O)O)cc1F, O=[Pt]. Yields the product COc1ccc(CCC(=O)O)cc1F. Reaction SMILES: [CH2:15]([OH:16])[CH3:17].[F:1][c:2]1[cH:3][c:4]([CH:5]=[CH:6][C:7](=[O:8])[OH:9])[cH:10][cH:11][c:12]1[O:13][CH3:14].[Pt:18]=[O:19]>>[F:1][c:2]1[cH:3][c:4]([CH2:5][CH2:6][C:7](=[O:8])[OH:9])[cH:10][cH:11][c:12]1[O:13][CH3:14]. Run in O1CCOCC1 (dioxane). RXN SMILES: CC(O)C.[NH2:5][C:6]([CH3:20])([CH3:19])[CH2:7][O:8][C:9]1[C:13]2[CH:14]=[C:15]([Cl:18])[CH:16]=[CH:17][C:12]=2[O:11][N:10]=1.Cl>O1CCOCC1>[ClH:18].[NH2:5][C:6]([CH3:20])([CH3:19])[CH2:7][O:8][C:9]1[C:13]2[CH:14]=[C:15]([Cl:18])[CH:16]=[CH:17][C:12]=2[O:11][N:10]=1 |f:4.5|. The product is Cl.NC(COC1=NOC2=C1C=C(C=C2)Cl)(C)C (3-(2-amino-2-methylpropoxy)-5-chloro-1,2-benzoisoxazole hydrochloride). Reported procedure: To 20 ml of a 2-propanol solution of 1.59 of 3-(2-amino-2-methylpropoxy)-5-chloro-1,2-benzoisoxazole is added 20 ml of a dioxane solution (7.5N) of hydrogen chloride, and the crystals precipitated are collected by filtration, to obtain 1.62 g of colorless, crystalline 3-(2-amino-2-methylpropoxy)-5-chloro-1,2-benzoisoxazole hydrochloride having a melting point of 245.0°-246.0° C. Reactants: CC(C)O (2-propanol), NC(COC1=NOC2=C1C=C(C=C2)Cl)(C)C (3-(2-amino-2-methylpropoxy)-5-chloro-1,2-benzoisoxazole), Cl (hydrogen chloride). Starting materials: C1(=CC=CC=C1)C1CCC(CC1)=O (4-phenylcyclohexanone), C(CN)N (ethylenediamine), C1(=CC=C(C=C1)S(=O)(=O)O)C (p-toluenesulfonic acid). Run in C1=CC=CC=C1 (benzene). Yields the product C1(=CC=CC=C1)C1CCC(CC1)N=CCN (2-[4-Phenylcyclohexylimino]ethylamine). RXN SMILES: [C:1]1([CH:7]2[CH2:12][CH2:11][C:10](=O)[CH2:9][CH2:8]2)[CH:6]=[CH:5][CH:4]=[CH:3][CH:2]=1.[CH2:14]([NH2:17])[CH2:15][NH2:16].C1(C)C=CC(S(O)(=O)=O)=CC=1>C1C=CC=CC=1>[C:1]1([CH:7]2[CH2:12][CH2:11][CH:10]([N:16]=[CH:15][CH2:14][NH2:17])[CH2:9][CH2:8]2)[CH:6]=[CH:5][CH:4]=[CH:3][CH:2]=1. Procedure details: A mixture of 4-phenylcyclohexanone (4.00 g, 22.96 mmol) and ethylenediamine (1.66 g, 27.5 mmol) and p-toluenesulfonic acid (437 mg) in benzene (200 mL) was refluxed for 4 h in Dean-Stark trap to remove the water that formed. Tlc analysis indicated the completion of the reaction. Solvent was evaporated and the product was used in the next step without any further purification. Starting materials: C1COCCO1, CC(C)(C)OC(=O)N1CC=C(B2OC(C)(C)C(C)(C)O2)CC1, COc1cnc2c(Sc3ccc(Nc4nnc(Cl)c5ccccc45)cc3)ccnc2c1, [Na+], [Na+], O=C([O-])[O-]. The product is COc1cnc2c(Sc3ccc(Nc4nnc(C5=CCN(C(=O)OC(C)(C)C)CC5)c5ccccc45)cc3)ccnc2c1. Reaction SMILES: [CH2:60]1[O:61][CH2:62][CH2:63][O:64][CH2:65]1.[CH3:32][C:33]1([CH3:34])[C:35]([CH3:36])([CH3:37])[O:38][B:39]([C:40]2=[CH:41][CH2:42][N:43]([C:46](=[O:47])[O:48][C:49]([CH3:50])([CH3:51])[CH3:52])[CH2:44][CH2:45]2)[O:53]1.[Cl:1][c:2]1[n:3][n:4][c:5]([NH:12][c:13]2[cH:14][cH:15][c:16]([S:19][c:20]3[cH:21][cH:22][n:23][c:24]4[cH:25][c:26]([O:30][CH3:31])[cH:27][n:28][c:29]34)[cH:17][cH:18]2)[c:6]2[cH:7][cH:8][cH:9][cH:10][c:11]12.[Na+:54].[Na+:55].[O-:56][C:57](=[O:58])[O-:59]>>[c:2]1([C:40]2=[CH:41][CH2:42][N:43]([C:46](=[O:47])[O:48][C:49]([CH3:50])([CH3:51])[CH3:52])[CH2:44][CH2:45]2)[n:3][n:4][c:5]([NH:12][c:13]2[cH:14][cH:15][c:16]([S:19][c:20]3[cH:21][cH:22][n:23][c:24]4[cH:25][c:26]([O:30][CH3:31])[cH:27][n:28][c:29]34)[cH:17][cH:18]2)[c:6]2[cH:7][cH:8][cH:9][cH:10][c:11]12. Reactants: C(CC)(=O)NC=1C(=NC=CN1)C(=O)N (3-propionylamino-pyrazine-2-carboxylic acid amide). The solvent is C(=O)([O-])[O-].[Na+].[Na+] (Na2CO3). Product: C(C)C1=NC2=NC=CN=C2C(N1)=O (2-Ethyl-3H-pteridin-4-one). Yield: 69.2%. As a reaction SMILES: [C:1]([NH:5][C:6]1[C:7]([C:12]([NH2:14])=[O:13])=[N:8][CH:9]=[CH:10][N:11]=1)(=O)[CH2:2][CH3:3]>C([O-])([O-])=O.[Na+].[Na+]>[CH2:2]([C:1]1[NH:14][C:12](=[O:13])[C:7]2[C:6](=[N:11][CH:10]=[CH:9][N:8]=2)[N:5]=1)[CH3:3] |f:1.2.3|. Procedure: A mixture of 3-propionylamino-pyrazine-2-carboxylic acid amide (9.7 g, 50 mmol) and Na2CO3 (100 mL, 10%) was refluxed overnight. The water was removed in vacuo and the residue was treated with CH3OH (200 mL). The insoluble salt was filtered and the filtrate was evaporated to give 2-Ethyl-3H-pteridin-4-one as a yellow solid (6.1 g, 69%). 1H NMR (DMSO-d6) δ 8.64 (d, J=2 Hz, 1H), 8.36 (d, J=2 Hz, 1H), 2.52 (q, J=4.5 Hz, 2H), 1.18 (t, J=4.5 Hz, 3H). MS (ESI) m/e (M+1)30: 177.3.